From a dataset of the Open Reaction Database (ORD), a public repository of structured organic reaction records. describe an organic reaction: reactants, conditions, products, and yield Starting materials: OCc1[nH]ccc1Cc1ccccc1, CC(C)C(Nc1ccc(F)cc1)C(=O)O. The product is CC(C)C(Nc1ccc(F)cc1)C(=O)OCc1[nH]ccc1Cc1ccccc1. Reaction SMILES: [CH2:16]([c:17]1[cH:18][cH:19][cH:20][cH:21][cH:22]1)[c:23]1[c:24]([CH2:28][OH:29])[nH:25][cH:26][cH:27]1.[F:1][c:2]1[cH:3][cH:4][c:5]([NH:8][CH:9]([C:10](=[O:11])[OH:12])[CH:13]([CH3:14])[CH3:15])[cH:6][cH:7]1>>[F:1][c:2]1[cH:3][cH:4][c:5]([NH:8][CH:9]([C:10](=[O:11])[O:12][CH2:28][c:24]2[c:23]([CH2:16][c:17]3[cH:18][cH:19][cH:20][cH:21][cH:22]3)[cH:27][cH:26][nH:25]2)[CH:13]([CH3:14])[CH3:15])[cH:6][cH:7]1. The reactants are CCN(CC)CCC(=O)O, CCN=C=NCCCN(C)C, CN(C)C=O, Cl, Cl, Nc1ncnc2c1c(-c1ccc(Oc3ccccc3)cc1)nn2C1CNC1, On1nnc2cccnc21. Yields the product CCN(CC)CCC(=O)N1CC(n2nc(-c3ccc(Oc4ccccc4)cc3)c3c(N)ncnc32)C1. Reaction SMILES: [CH2:29]([CH3:30])[N:31]([CH2:32][CH2:33][C:34](=[O:35])[OH:36])[CH2:37][CH3:38].[CH3:40][N:41]([CH3:42])[CH2:43][CH2:44][CH2:45][N:46]=[C:47]=[N:48][CH2:49][CH3:50].[CH3:61][N:62]([CH3:63])[CH:64]=[O:65].[ClH:28].[ClH:39].[NH:1]1[CH2:2][CH:3]([n:5]2[n:6][c:7](-[c:15]3[cH:16][cH:17][c:18]([O:21][c:22]4[cH:23][cH:24][cH:25][cH:26][cH:27]4)[cH:19][cH:20]3)[c:8]3[c:9]2[n:10][cH:11][n:12][c:13]3[NH2:14])[CH2:4]1.[OH:51][n:52]1[c:53]2[n:54][cH:55][cH:56][cH:57][c:58]2[n:59][n:60]1>>[N:1]1([C:34]([CH2:33][CH2:32][N:31]([CH2:29][CH3:30])[CH2:37][CH3:38])=[O:35])[CH2:2][CH:3]([n:5]2[n:6][c:7](-[c:15]3[cH:16][cH:17][c:18]([O:21][c:22]4[cH:23][cH:24][cH:25][cH:26][cH:27]4)[cH:19][cH:20]3)[c:8]3[c:9]2[n:10][cH:11][n:12][c:13]3[NH2:14])[CH2:4]1. Starting materials: CI, Cc1cc(O)cnc1N1CCN(c2cc(-c3ccc(F)c(Cl)c3)nc(N3CCCC3C)n2)CC1, [H-], [Na+], CN(C)C=O. The product is COc1cnc(N2CCN(c3cc(-c4ccc(F)c(Cl)c4)nc(N4CCCC4C)n3)CC2)c(C)c1. As a reaction SMILES: [CH3:37][I:38].[Cl:1][c:2]1[cH:3][c:4](-[c:9]2[cH:10][c:11]([N:21]3[CH2:22][CH2:23][N:24]([c:27]4[c:28]([CH3:34])[cH:29][c:30]([OH:33])[cH:31][n:32]4)[CH2:25][CH2:26]3)[n:12][c:13]([N:15]3[CH:16]([CH3:20])[CH2:17][CH2:18][CH2:19]3)[n:14]2)[cH:5][cH:6][c:7]1[F:8].[H-:36].[Na+:35].[O:39]=[CH:40][N:41]([CH3:42])[CH3:43]>>[Cl:1][c:2]1[cH:3][c:4](-[c:9]2[cH:10][c:11]([N:21]3[CH2:22][CH2:23][N:24]([c:27]4[c:28]([CH3:34])[cH:29][c:30]([O:33][CH3:37])[cH:31][n:32]4)[CH2:25][CH2:26]3)[n:12][c:13]([N:15]3[CH:16]([CH3:20])[CH2:17][CH2:18][CH2:19]3)[n:14]2)[cH:5][cH:6][c:7]1[F:8].